From a dataset of the Open Reaction Database (ORD), a public repository of structured organic reaction records. describe an organic reaction: reactants, conditions, products, and yield The reactants are C(C)[C@@](C(=O)N[C@@H](C)C1=CC=CC=C1)(C1=C(C(N2CCC3(C2=C1)OCCO3)=O)CO)O ((S)-α-Ethyl-1,1-(ethylenedioxy)-α-hydroxy-6-(hydroxymethyl)-N-[(S)-1-phenylethyl]-5-oxo-1,2,3,5-tetrahydroindolizine-7-acetamide). Solvent: FC(C(=O)O)(F)F (trifluoroacetic acid). Reaction conditions: time 2 hour. The product is C(C)[C@]1(C(OCC=2C(N3CCC(C3=CC21)=O)=O)=O)O ((S)-4-Ethyl-7,8-dihydro-4-hydroxy-1H-pyrano-[3,4-f]indolizine-3,6,10(4H)-trione). Yield: 92.2%. Reaction SMILES: [CH2:1]([C@:3]([OH:31])([C:15]1[CH:23]=[C:22]2[N:18]([CH2:19][CH2:20][C:21]32OCC[O:24]3)[C:17](=[O:28])[C:16]=1[CH2:29][OH:30])[C:4](N[C@H](C1C=CC=CC=1)C)=[O:5])[CH3:2]>FC(F)(F)C(O)=O>[CH2:1]([C@:3]1([OH:31])[C:15]2[CH:23]=[C:22]3[N:18]([CH2:19][CH2:20][C:21]3=[O:24])[C:17](=[O:28])[C:16]=2[CH2:29][O:30][C:4]1=[O:5])[CH3:2]. Procedure: Three hundred milligrams of the compound (VII) obtained in the above procedure (1) were dissolved in 80% trifluoroacetic acid solution and the resulting mixture was stirred at room temperature for 2 hours under a nitrogen gas stream. The reaction mixture was concentrated to dryness and the residue was purified by column chromatography on silica gel (10 g). A colorless oily substance was obtained from a 98:2 eluate of chloroform and methanol. The oily substance was crystallized from a mixed solve... Starting materials: CCOC(C)=O, [H-], CCOC(=O)CCCCI, [Na+], CC(=O)CC(=O)OC(C)(C)C, C1CCOC1, O. The product is CCOC(=O)CCCCC(C(C)=O)C(=O)OC(C)(C)C. Reaction SMILES: [CH3:24][CH2:25][O:26][C:27](=[O:28])[CH3:29].[H-:12].[I:14][CH2:15][CH2:16][CH2:17][CH2:18][C:19](=[O:20])[O:21][CH2:22][CH3:23].[Na+:13].[O:1]=[C:2]([CH2:3][C:4](=[O:5])[O:6][C:7]([CH3:8])([CH3:9])[CH3:10])[CH3:11].[O:30]1[CH2:31][CH2:32][CH2:33][CH2:34]1.[OH2:35]>>[O:1]=[C:2]([CH:3]([C:4](=[O:5])[O:6][C:7]([CH3:8])([CH3:9])[CH3:10])[CH2:15][CH2:16][CH2:17][CH2:18][C:19](=[O:20])[O:21][CH2:22][CH3:23])[CH3:11]. Reaction SMILES: C([N:8]1[CH2:16][CH:15]2[CH:10]([CH2:11][CH:12]([CH3:17])[CH2:13][NH:14]2)[CH2:9]1)C1C=CC=CC=1>CO.[Pd].C>[CH3:17][CH:12]1[CH2:11][CH:10]2[CH:15]([CH2:16][NH:8][CH2:9]2)[NH:14][CH2:13]1. Solvent: CO (methanol), [Pd] (palladium), C (charcoal). Yields the product CC1CNC2CNCC2C1 (4-Methyl-2,8-diazabicyclo[4.3.0]nonane). The reactants are C(C1=CC=CC=C1)N1CC2CC(CNC2C1)C (8-benzyl-4-methyl-2,8-diazabicyclo[4.3.0]nonane). Procedure: 8.0 g (35 mmol) of 8-benzyl-4-methyl-2,8-diazabicyclo[4.3.0]nonane are dissolved in 60 ml of methanol and hydrogenated over palladium on acitive charcoal at 100° C. and under 100 bar. Then the catalyst is filtered off, the filtrate is concentrated by evaporation and the residue is distilled.